The task is: describe an organic reaction: reactants, conditions, products, and yield. This data is from the Open Reaction Database (ORD), a public repository of structured organic reaction records. Yield: 54.1%. Procedure details: A mixture of 8.4 g of (-)-(R)-N-(6-fluoro-3,4-dihydro-2H-1-benzopyran-2-yl) methyl-N-phenylmethyl-N'-(2-pyrimidinyl)-1,2-ethanediamine and 150 ml methanol was hydrogenated in the presence of 2 g of palladium-on-charcoal catalyst (10%). After the calculated amount of hydrogen was taken up, the catalyst was filtered off and the filtrate was evaporated. The residue was purified by column chromatography (silica gel; CH2Cl2 /CH3OH 90:10). The eluent of the desired fraction was evaporated and the resi... The product is FC=1C=CC2=C(CC[C@@H](O2)CNCCNC2=NC=CC=N2)C1 ((-)-(R)-N-[(6-fluoro-3,4-dihydro-2H-1-benzopyran-2yl)methyl]-N'-(2-pyrimidinyl)-1,2-ethanediamine). The reagents and catalysts are [Pd] (palladium-on-charcoal). Reaction SMILES: [F:1][C:2]1[CH:3]=[CH:4][C:5]2[O:10][C@@H:9]([CH2:11][N:12](CC3C=CC=CC=3)[CH2:13][CH2:14][NH:15][C:16]3[N:21]=[CH:20][CH:19]=[CH:18][N:17]=3)[CH2:8][CH2:7][C:6]=2[CH:29]=1.[H][H]>[Pd].CO>[F:1][C:2]1[CH:3]=[CH:4][C:5]2[O:10][C@@H:9]([CH2:11][NH:12][CH2:13][CH2:14][NH:15][C:16]3[N:17]=[CH:18][CH:19]=[CH:20][N:21]=3)[CH2:8][CH2:7][C:6]=2[CH:29]=1. Starting materials: [H][H] (hydrogen), FC=1C=CC2=C(CC[C@@H](O2)CN(CCNC2=NC=CC=N2)CC2=CC=CC=C2)C1 ((-)-(R)-N-(6-fluoro-3,4-dihydro-2H-1-benzopyran-2-yl) methyl-N-phenylmethyl-N'-(2-pyrimidinyl)-1,2-ethanediamine). The solvent is CO (methanol). The reactants are ClC=1C=C(C(N(N1)C)=O)NC1=CC=C(C=N1)N1[C@H]2CN(C[C@@H]1CC2)C(=O)OC(C)(C)C ((1R,5S)-tert-butyl 8-(6-(6-chloro-2-methyl-3-oxo-2,3-dihydropyridazin-4-ylamino)pyridin-3-yl)-3,8-diazabicyclo[3.2.1]octane-3-carboxylate), C(C)(=O)OCC1=C(C=CC=C1B1OC(C(O1)(C)C)(C)C)N1C(C2=C(C=C(C=C2C=N1)C(C)(C)C)F)=O (2-(6-tert-butyl-8-fluoro-1-oxophthalazin-2(1H)-yl)-6-(4,4,5,5-tetramethyl-1,3,2-dioxaborolan-2-yl)benzyl acetate), CC(C)C1=CC(=C(C(=C1)C(C)C)C2=C(C=CC=C2)P(C3CCCCC3)C4CCCCC4)C(C)C (xPhos), P(=O)([O-])([O-])[O-].[K+].[K+].[K+] (potassium phosphate). The reagents and catalysts are C=1C=CC(=CC1)/C=C/C(=O)/C=C/C2=CC=CC=C2.C=1C=CC(=CC1)/C=C/C(=O)/C=C/C2=CC=CC=C2.[Pd] (bis(dibenzylideneacetone)palladium). Solvent: O1CCOCC1.O (Dioxane water). Conditions: temperature 100 celsius. The product is C(C)(=O)OCC1=C(C=CC=C1N1C(C2=C(C=C(C=C2C=N1)C(C)(C)C)F)=O)C=1C=C(C(N(N1)C)=O)NC1=CC=C(C=N1)N1C2CN(CC1CC2)C(=O)OC(C)(C)C (tert-butyl 8-(6-(6-(2-(acetoxymethyl)-3-(6-tert-butyl-8-fluoro-1-oxophthalazin-2(1H)-yl)phenyl)-2-methyl-3-oxo-2,3-dihydropyridazin-4-ylamino)pyridin-3-yl)-3,8-diazabicyclo[3.2.1]octane-3-carboxylate). Yield: 60.2%. Reaction SMILES: Cl[C:2]1[CH:3]=[C:4]([NH:10][C:11]2[N:16]=[CH:15][C:14]([N:17]3[C@H:22]4[CH2:23][CH2:24][C@@H:18]3[CH2:19][N:20]([C:25]([O:27][C:28]([CH3:31])([CH3:30])[CH3:29])=[O:26])[CH2:21]4)=[CH:13][CH:12]=2)[C:5](=[O:9])[N:6]([CH3:8])[N:7]=1.[C:32]([O:35][CH2:36][C:37]1[C:42](B2OC(C)(C)C(C)(C)O2)=[CH:41][CH:40]=[CH:39][C:38]=1[N:52]1[N:61]=[CH:60][C:59]2[C:54](=[C:55]([F:66])[CH:56]=[C:57]([C:62]([CH3:65])([CH3:64])[CH3:63])[CH:58]=2)[C:53]1=[O:67])(=[O:34])[CH3:33].CC(C1C=C(C(C)C)C(C2C=CC=CC=2P(C2CCCCC2)C2CCCCC2)=C(C(C)C)C=1)C.P([O-])([O-])([O-])=O.[K+].[K+].[K+]>O1CCOCC1.O.C1C=CC(/C=C/C(/C=C/C2C=CC=CC=2)=O)=CC=1.C1C=CC(/C=C/C(/C=C/C2C=CC=CC=2)=O)=CC=1.[Pd]>[C:32]([O:35][CH2:36][C:37]1[C:38]([N:52]2[N:61]=[CH:60][C:59]3[C:54](=[C:55]([F:66])[CH:56]=[C:57]([C:62]([CH3:64])([CH3:63])[CH3:65])[CH:58]=3)[C:53]2=[O:67])=[CH:39][CH:40]=[CH:41][C:42]=1[C:2]1[CH:3]=[C:4]([NH:10][C:11]2[N:16]=[CH:15][C:14]([N:17]3[CH:22]4[CH2:23][CH2:24][CH:18]3[CH2:19][N:20]([C:25]([O:27][C:28]([CH3:29])([CH3:30])[CH3:31])=[O:26])[CH2:21]4)=[CH:13][CH:12]=2)[C:5](=[O:9])[N:6]([CH3:8])[N:7]=1)(=[O:34])[CH3:33] |f:3.4.5.6,7.8,9.10.11|. Procedure details: This reaction was carried out under similar conditions to those described above in step 7 of preparation of Example 6. (1R,5S)-tert-butyl 8-(6-(6-chloro-2-methyl-3-oxo-2,3-dihydropyridazin-4-ylamino)pyridin-3-yl)-3,8-diazabicyclo[3.2.1]octane-3-carboxylate (100 mg, 224 umol), 2-(6-tert-butyl-8-fluoro-1-oxophthalazin-2(1H)-yl)-6-(4,4,5,5-tetramethyl-1,3,2-dioxaborolan-2-yl)benzyl acetate (114 mg, 224 umol), xPhos (10.7 mg, 22.4 umol) and potassium phosphate (119 mg, 559 umol) in 7 ml of Dioxane/w...